describe an organic reaction: reactants, conditions, products, and yield From a dataset of the Open Reaction Database (ORD), a public repository of structured organic reaction records. Reactants: OCCCCOCc1ccccc1, ClCCl, O=[Cr](=O)([O-])Cl, c1cc[nH+]cc1. Yields the product O=CCCCOCc1ccccc1. Reaction SMILES: [CH2:12]([c:13]1[cH:14][cH:15][cH:16][cH:17][cH:18]1)[O:19][CH2:20][CH2:21][CH2:22][CH2:23][OH:24].[Cl:25][CH2:26][Cl:27].[O:1]=[Cr:2]([Cl:3])([O-:4])=[O:5].[nH+:6]1[cH:7][cH:8][cH:9][cH:10][cH:11]1>>[CH2:12]([c:13]1[cH:14][cH:15][cH:16][cH:17][cH:18]1)[O:19][CH2:20][CH2:21][CH2:22][CH:23]=[O:24].